From a dataset of the Open Reaction Database (ORD), a public repository of structured organic reaction records. describe an organic reaction: reactants, conditions, products, and yield The reactants are C(C)NCC (Diethylamine), O (water), S(=O)(Cl)Cl (Thionyl chloride), C1(=CC=CC=C1)C1=NC2=CC=CC=C2C(=C1)CCCC(=O)O (2-phenyl-4-quinolinebutanoic acid). Run in C(Cl)(Cl)Cl (chloroform), C(Cl)(Cl)Cl (chloroform). Run at temperature 20 celsius, time 3 hour. The product is C(C)N(C(CCCC1=CC(=NC2=CC=CC=C12)C1=CC=CC=C1)=O)CC (N,N-Diethyl-2-phenyl-4-quinolinebutanamide). Reaction SMILES: S(Cl)(Cl)=O.[C:5]1([C:11]2[CH:20]=[C:19]([CH2:21][CH2:22][CH2:23][C:24]([OH:26])=O)[C:18]3[C:13](=[CH:14][CH:15]=[CH:16][CH:17]=3)[N:12]=2)[CH:10]=[CH:9][CH:8]=[CH:7][CH:6]=1.[CH2:27]([NH:29][CH2:30][CH3:31])[CH3:28].O>C(Cl)(Cl)Cl>[CH2:27]([N:29]([CH2:30][CH3:31])[C:24](=[O:26])[CH2:23][CH2:22][CH2:21][C:19]1[C:18]2[C:13](=[CH:14][CH:15]=[CH:16][CH:17]=2)[N:12]=[C:11]([C:5]2[CH:10]=[CH:9][CH:8]=[CH:7][CH:6]=2)[CH:20]=1)[CH3:28]. Procedure details: Thionyl chloride (1.02 cc) is added to a solution of 2-phenyl-4-quinolinebutanoic acid (3.7 g) in chloroform (60 cc), and the mixture is heated under reflux for 15 minutes. The solvents are evaporated off under reduced pressure. The residue obtained is dissolved in chloroform (40 cc). Diethylamine (6 cc) is added slowly to this solution in the course of 20 minutes. The mixture is stirred for 3 hours at room temperature (approximately 20° C.) and taken up with water (40 cc). The organic phase is ...